From a dataset of the Open Reaction Database (ORD), a public repository of structured organic reaction records. describe an organic reaction: reactants, conditions, products, and yield The reactants are [Cl-].[NH4+] (ammonium chloride), BrC1=CC=C(C=O)C=C1 (4-bromobenzaldehyde), C(CCC)[Li] (n-butyllithium), CN(P(N(C)C)(N(C)C)=O)C (hexamethylphosphoric triamide). Reagents/catalysts: [Br-].C(CCC)[P+](C1=CC=CC=C1)(C1=CC=CC=C1)C1=CC=CC=C1 (n-butyltriphenylphosphonium bromide). Solvent: O1CCCC1 (tetrahydrofuran), CCCCCC (hexane), O1CCCC1 (tetrahydrofuran). Reaction conditions: temperature -80 celsius. Product: BrC1=CC=C(C=C1)C=CCCC (1-(4-bromophenyl)pent-1-ene). Yield: 82.0%. As a reaction SMILES: [CH2:1]([Li])[CH2:2][CH2:3][CH3:4].CN(C)P(=O)(N(C)C)N(C)C.[Br:17][C:18]1[CH:25]=[CH:24][C:21]([CH:22]=O)=[CH:20][CH:19]=1.[Cl-].[NH4+]>CCCCCC.[Br-].C([P+](C1C=CC=CC=1)(C1C=CC=CC=1)C1C=CC=CC=1)CCC.O1CCCC1>[Br:17][C:18]1[CH:25]=[CH:24][C:21]([CH:22]=[CH:1][CH2:2][CH2:3][CH3:4])=[CH:20][CH:19]=1 |f:3.4,6.7|. Procedure details: 52 ml (83.2 mmols) of a 1.6M n-butyllithium solution in hexane are added to a suspension, cooled to -10° C., of 34 g (85.1 mmols) of n-butyltriphenylphosphonium bromide in 150 ml of tetrahydrofuran. After 20 minutes' reaction, the whole is cooled to -80° C. and 50 ml of hexamethylphosphoric triamide are added, as well as 10 g (54 mmols) of 4-bromobenzaldehyde dissolved in 40 ml of tetrahydrofuran. After returning to room temperature and hydrolysis with a saturated ammonium chloride solution, the...